From a dataset of the Open Reaction Database (ORD), a public repository of structured organic reaction records. describe an organic reaction: reactants, conditions, products, and yield Procedure details: A solution of 25.57 g (0.09 moles) 2,4-dichloro-6-(2,4,6-trimethylphenoxy)-1,3,5-triazine in 300 ml of dichloromethane was treated with 11.8 g (0.098 moles) p-hydroxystyrene (prepared by hydrolysis of p-acetoxystyiene) dissolved in about 40 ml dichloromethane. The mixture was cooled in an ice-water bath and 36.8 g of 10% aqueous sodium hydroxide solution was added with stirring over about 5 minutes. Stirring was continued for 30 minutes after which time the ice-water bath was removed and stirrin... Reactants: ClC1=NC(=NC(=N1)Cl)OC1=C(C=C(C=C1C)C)C (2,4-dichloro-6-(2,4,6-trimethylphenoxy)-1,3,5-triazine), OC1=CC=C(C=C)C=C1 (p-hydroxystyrene), [OH-].[Na+] (sodium hydroxide). The product is ClC1=NC(=NC(=N1)OC1=CC=C(C=C1)C=C)OC1=C(C=C(C=C1C)C)C (2-chloro-4-(4-ethenylphenoxy)-6-(2,4,6-trimethylphenoxy)-1,3,5-triazine). Run in ClCCl (dichloromethane), ClCCl (dichloromethane). Run at time 5 minute. RXN SMILES: Cl[C:2]1[N:7]=[C:6]([Cl:8])[N:5]=[C:4]([O:9][C:10]2[C:15]([CH3:16])=[CH:14][C:13]([CH3:17])=[CH:12][C:11]=2[CH3:18])[N:3]=1.[OH:19][C:20]1[CH:27]=[CH:26][C:23]([CH:24]=[CH2:25])=[CH:22][CH:21]=1.[OH-].[Na+]>ClCCl>[Cl:8][C:6]1[N:7]=[C:2]([O:19][C:20]2[CH:27]=[CH:26][C:23]([CH:24]=[CH2:25])=[CH:22][CH:21]=2)[N:3]=[C:4]([O:9][C:10]2[C:15]([CH3:16])=[CH:14][C:13]([CH3:17])=[CH:12][C:11]=2[CH3:18])[N:5]=1 |f:2.3|. Reactants: C(=NC1CCCCC1)=NC1CCCCC1, CN(C)C=O, CNC(=O)NCC(C(=O)O)C(F)(F)F. Product: CN1C(=O)NCC(C(F)(F)F)C1=O. RXN SMILES: [CH:1]1([N:2]=[C:3]=[N:4][CH:5]2[CH2:6][CH2:7][CH2:8][CH2:9][CH2:10]2)[CH2:11][CH2:12][CH2:13][CH2:14][CH2:15]1.[O:30]=[CH:31][N:32]([CH3:33])[CH3:34].[OH:16][C:17](=[O:18])[CH:19]([CH2:20][NH:21][C:22](=[O:23])[NH:24][CH3:25])[C:26]([F:27])([F:28])[F:29]>>[O:16]=[C:17]1[CH:19]([C:26]([F:27])([F:28])[F:29])[CH2:20][NH:21][C:22](=[O:23])[N:24]1[CH3:25]. Reactants: CC1=C(C(=CC=C1)C)C1=CC2=C(N=C(N=N2)N)C=C1 (7-(2,6-Dimethyl-phenyl)-benzo[1,2,4]triazin-3-ylamine), S(N)(O)(=O)=O (sulfamic acid). Run in NC1=CC=CC=C1 (aniline). The product is CC1=C(C(=CC=C1)C)C1=CC2=C(N=C(N=N2)NC2=CC=CC=C2)C=C1 ([7-(2,6-Dimethyl-phenyl)-benzo[1,2,4]triazin-3-yl]-phenyl-amine). The yield is 32.0%. RXN SMILES: [CH3:1][C:2]1[CH:7]=[CH:6][CH:5]=[C:4]([CH3:8])[C:3]=1[C:9]1[CH:19]=[CH:18][C:12]2[N:13]=[C:14]([NH2:17])[N:15]=[N:16][C:11]=2[CH:10]=1.S(=O)(=O)(O)N>NC1C=CC=CC=1>[CH3:1][C:2]1[CH:7]=[CH:6][CH:5]=[C:4]([CH3:8])[C:3]=1[C:9]1[CH:19]=[CH:18][C:12]2[N:13]=[C:14]([NH:17][C:2]3[CH:7]=[CH:6][CH:5]=[CH:4][CH:3]=3)[N:15]=[N:16][C:11]=2[CH:10]=1. Procedure details: 7-(2,6-Dimethyl-phenyl)-benzo[1,2,4]triazin-3-ylamine(24 mg, 0.096 mmol) was dissolved in aniline, sulfamic acid (18 mg, 0.19 mmol) was added. The mixture was reflux overnight. The final product was isolated by preparative HPLC. Yield: 32%. ESI-MS: [M+H]+, 327; 1H NMR (DMSO-d6): δ 2.05(s, 6 H), 7.09(t, J=7.35 Hz, 1 H), 7.18–7.25 (m, 3 H), 7.40(m, 2 H), 7.71(dd, J1=8.5 Hz, J2=1.9 Hz, 1 H), 7.84(d, J=8.5 Hz, 1 H), 8.00(d, J=7.6 Hz, 2 H), 8.11(d, J=1.9 Hz, 1 H). The reactants are C1COCCO1, CCOCC, CCOC(C)=O, Cl, CC1Cc2ccc(C3=CCN(C(=O)OC(C)(C)C)CC3)cc2CN1c1cc(N2CCN(C)CC2)nc(N)n1. Yields the product Cl, CC1Cc2ccc(C3=CCNCC3)cc2CN1c1cc(N2CCN(C)CC2)nc(N)n1. Reaction SMILES: [CH2:40]1[O:41][CH2:42][CH2:43][O:44][CH2:45]1.[CH2:52]([O:53][CH2:54][CH3:55])[CH3:56].[CH3:46][CH2:47][O:48][C:49](=[O:50])[CH3:51].[ClH:39].[NH2:1][c:2]1[n:3][c:4]([N:32]2[CH2:33][CH2:34][N:35]([CH3:38])[CH2:36][CH2:37]2)[cH:5][c:6]([N:8]2[CH2:9][c:10]3[cH:11][c:12]([C:19]4=[CH:24][CH2:23][N:22]([C:25]([O:26][C:27]([CH3:28])([CH3:29])[CH3:30])=[O:31])[CH2:21][CH2:20]4)[cH:13][cH:14][c:15]3[CH2:16][CH:17]2[CH3:18])[n:7]1>>[ClH:39].[NH2:1][c:2]1[n:3][c:4]([N:32]2[CH2:33][CH2:34][N:35]([CH3:38])[CH2:36][CH2:37]2)[cH:5][c:6]([N:8]2[CH2:9][c:10]3[cH:11][c:12]([C:19]4=[CH:24][CH2:23][NH:22][CH2:21][CH2:20]4)[cH:13][cH:14][c:15]3[CH2:16][CH:17]2[CH3:18])[n:7]1. Starting materials: CC(C)CCC[C@H](C)[C@H]1CC[C@H]2C3=CC(C4CC(CC[C@]4(C)[C@H]3CC[C@]12C)=O)=O ((S)-7-Cholesten-3,6-dione), [Cl-].[NH4+] (ammonium chloride), O.O.O.O.O.O.O.[Cl-].[Ce+3].[Cl-].[Cl-] (cerium chloride heptahydrate), [BH4-].[Na+] (sodium borohydride). Solvent: CO (methanol). Run at time 10 minute. Product: O[C@H]1C[C@@H]2C(OC=3[C@@H]4CC[C@H]([C@@H](CCCC(C)C)C)[C@]4(CCC3[C@]2(C=C1)C)C)=O ((3S,5S)-3-Hydroxy-7-oxa-1,8-cholestadien-6-one). The yield is 88.4%. As a reaction SMILES: [CH3:1][CH:2]([CH2:4][CH2:5][CH2:6][C@@H:7]([C@@H:9]1[C@:26]2([CH3:27])[C@H:12]([C:13]3[C@H:23]([CH2:24][CH2:25]2)[C@:21]2([CH3:22])[CH:16]([CH2:17][C:18](=[O:28])[CH2:19][CH2:20]2)[C:15](=[O:29])C=3)[CH2:11][CH2:10]1)[CH3:8])[CH3:3].[OH2:30].O.O.O.O.O.O.[Cl-].[Ce+3].[Cl-].[Cl-].[BH4-].[Na+].[Cl-].[NH4+]>CO>[OH:28][C@@H:18]1[CH:19]=[CH:20][C@@:21]2([CH3:22])[C@@H:16]([C:15](=[O:30])[O:29][C:13]3[C@H:12]4[C@:26]([CH3:27])([CH2:25][CH2:24][C:23]=32)[C@@H:9]([C@H:7]([CH3:8])[CH2:6][CH2:5][CH2:4][CH:2]([CH3:1])[CH3:3])[CH2:10][CH2:11]4)[CH2:17]1 |f:1.2.3.4.5.6.7.8.9.10.11,12.13,14.15|. Procedure details: Compound 4 (19 mg, 0.048 mmol) obtained in Example 4 was suspended in methanol (1.0 mL), and cerium chloride heptahydrate (36 mg, 0.096 mmol) and sodium borohydride (0.9 mg, 0.024 mmol) were added thereof at 0° C., followed by stirring at room temperature for 10 minutes. A saturated aqueous ammonium chloride solution was added to the reaction mixture, followed by extraction with ethyl acetate twice. The organic layer was washed with saturated brine, dried over anhydrous magnesium sulfate, and co... Reactants: CS(C)=O, CCN(C(C)C)C(C)C, Cc1nc(C)n2nc(-c3ccccc3)nc(Cl)c12, Cl, Cl, N#Cc1ccc(NCCN)nc1. Product: Cc1nc(C)n2nc(-c3ccccc3)nc(NCCNc3ccc(C#N)cn3)c12. As a reaction SMILES: [CH3:42][S:43]([CH3:44])=[O:45].[CH:33]([N:34]([CH2:35][CH3:36])[CH:37]([CH3:38])[CH3:39])([CH3:40])[CH3:41].[Cl:1][c:2]1[n:3][c:4](-[c:13]2[cH:14][cH:15][cH:16][cH:17][cH:18]2)[n:5][n:6]2[c:7]1[c:8]([CH3:12])[n:9][c:10]2[CH3:11].[ClH:19].[ClH:20].[NH2:21][CH2:22][CH2:23][NH:24][c:25]1[n:26][cH:27][c:28]([C:29]#[N:30])[cH:31][cH:32]1>>[c:2]1([NH:21][CH2:22][CH2:23][NH:24][c:25]2[n:26][cH:27][c:28]([C:29]#[N:30])[cH:31][cH:32]2)[n:3][c:4](-[c:13]2[cH:14][cH:15][cH:16][cH:17][cH:18]2)[n:5][n:6]2[c:7]1[c:8]([CH3:12])[n:9][c:10]2[CH3:11]. Starting materials: ClC=1C=C(C=CC1N1CCOCC1)NC(CC(C)=O)=O (N-(3-chloro-4-morpholinophenyl)-3-oxobutanamide), ClC=1C=C(OCC(=O)N)C=CC1 (2-(3-chlorophenoxy)acetamide), C1(=CC=CC=C1)C (toluene), [NH4+].[Cl-] (NH4Cl). Reagents/catalysts: C(C)(C)[O-].C(C)(C)[O-].C(C)(C)[O-].C(C)(C)[O-].[Ti+4] (titanium tetraisopropanolate). The solvent is C=1(C(=CC=CC1)C)C (xylene). Run at temperature 165 celsius, time 24 hour. The product is ClC=1C=C(C=CC1N1CCOCC1)N1C(=NC(=CC1=O)C)COC1=CC(=CC=C1)Cl (3-(3-chloro-4-morpholinophenyl)-2-((3-chlorophenoxy)methyl)-6-methyl-pyrimidin-4(3H)-one). Yield: 63.6%. Reaction SMILES: [Cl:1][C:2]1[CH:3]=[C:4]([NH:14][C:15](=[O:20])[CH2:16][C:17](=O)[CH3:18])[CH:5]=[CH:6][C:7]=1[N:8]1[CH2:13][CH2:12][O:11][CH2:10][CH2:9]1.[Cl:21][C:22]1[CH:23]=[C:24]([CH:30]=[CH:31][CH:32]=1)[O:25][CH2:26][C:27]([NH2:29])=O.C1(C)C=CC=CC=1.[NH4+].[Cl-]>C1(C)C(C)=CC=CC=1.C([O-])(C)C.C([O-])(C)C.C([O-])(C)C.C([O-])(C)C.[Ti+4]>[Cl:1][C:2]1[CH:3]=[C:4]([N:14]2[C:15](=[O:20])[CH:16]=[C:17]([CH3:18])[N:29]=[C:27]2[CH2:26][O:25][C:24]2[CH:30]=[CH:31][CH:32]=[C:22]([Cl:21])[CH:23]=2)[CH:5]=[CH:6][C:7]=1[N:8]1[CH2:13][CH2:12][O:11][CH2:10][CH2:9]1 |f:3.4,6.7.8.9.10|. Procedure: A mixture of N-(3-chloro-4-morpholinophenyl)-3-oxobutanamide (0.48 g, 1.62 mmol), 2-(3-chlorophenoxy)acetamide (0.60 g, 3.24 mmol) and titanium tetraisopropanolate (2.4 mL) in xylene (10 mL) was stirred at 165° C. for 24 h. The mixture was cooled to rt and 60 mL of toluene and 60 mL of saturated NH4Cl aqueous solution were added. The resulting mixture was stirred at rt overnight and filtered and the filtrate was extracted with DCM (20 mL×4). The combined organic layers were washed with brine (30... Reactants: NC1=C(C=C(C=C1)CC(=O)OC(C)(C)C)OC (t-Butyl 4-amino-3-methoxyphenylacetate), C1(=CC=CC=C1)N=C=O (phenyl isocyanate). Run in C(Cl)Cl (methylene chloride). Reaction conditions: time 45 minute. The product is COC=1C=C(C=CC1NC(=O)NC1=CC=CC=C1)CC(=O)OC(C)(C)C (t-butyl 3-methoxy-4-phenylureidophenylacetate). Isolated yield 102.5%. RXN SMILES: [NH2:1][C:2]1[CH:7]=[CH:6][C:5]([CH2:8][C:9]([O:11][C:12]([CH3:15])([CH3:14])[CH3:13])=[O:10])=[CH:4][C:3]=1[O:16][CH3:17].[C:18]1([N:24]=[C:25]=[O:26])[CH:23]=[CH:22][CH:21]=[CH:20][CH:19]=1>C(Cl)Cl>[CH3:17][O:16][C:3]1[CH:4]=[C:5]([CH2:8][C:9]([O:11][C:12]([CH3:14])([CH3:13])[CH3:15])=[O:10])[CH:6]=[CH:7][C:2]=1[NH:1][C:25]([NH:24][C:18]1[CH:23]=[CH:22][CH:21]=[CH:20][CH:19]=1)=[O:26]. Reported procedure: To a solution of t-Butyl 4-amino-3-methoxyphenylacetate (0.123 g, 0.52 mmol) in methylene chloride (2.0 mL) was added phenyl isocyanate (60 μL, 0.55 mmol). The reaction was stirred for 45 min then concentrated to afford t-butyl 3-methoxy-4-phenylureidophenylacetate (0.190 g, 100%) as a pale yellow foam: 1H NMR (CDCl3, 300 MHz, ppm) 8.00 (d,11 Hz, 1H) 7.65-6.94 (m, 7H), 6.80 (d, 9.0 Hz, 1H), 6.74 (s, 1H), 3.68 (s, 3H), 3.45 (s, 2H), 1.44 (s, 9H). The reactants are ClCCCl, CCOC(C)=O, Cc1nc(Cl)c(C(=O)O)[nH]1, N#Cc1cc(Br)cc(Oc2c(Cl)ccc(CN)c2F)c1, CN(C)C=O, On1nnc2ccccc21. Yields the product Cc1nc(Cl)c(C(=O)NCc2ccc(Cl)c(Oc3cc(Br)cc(C#N)c3)c2F)[nH]1. As a reaction SMILES: [CH2:41]([Cl:42])[CH2:43][Cl:44].[CH3:50][CH2:51][O:52][C:53]([CH3:54])=[O:55].[Cl:21][c:22]1[n:23][c:24]([CH3:30])[nH:25][c:26]1[C:27](=[O:28])[OH:29].[NH2:1][CH2:2][c:3]1[c:4]([F:20])[c:5]([O:10][c:11]2[cH:12][c:13]([C:14]#[N:15])[cH:16][c:17]([Br:19])[cH:18]2)[c:6]([Cl:9])[cH:7][cH:8]1.[O:45]=[CH:46][N:47]([CH3:48])[CH3:49].[OH:31][n:32]1[c:33]2[c:34]([cH:35][cH:36][cH:37][cH:38]2)[n:39][n:40]1>>[NH:1]([CH2:2][c:3]1[c:4]([F:20])[c:5]([O:10][c:11]2[cH:12][c:13]([C:14]#[N:15])[cH:16][c:17]([Br:19])[cH:18]2)[c:6]([Cl:9])[cH:7][cH:8]1)[C:27]([c:26]1[c:22]([Cl:21])[n:23][c:24]([CH3:30])[nH:25]1)=[O:28]. Starting materials: CN, CCO, O=Cc1ccc(Oc2cnc(C(F)(F)F)nc2)cc1. The product is CNCc1ccc(Oc2cnc(C(F)(F)F)nc2)cc1. RXN SMILES: [CH3:20][NH2:21].[CH3:22][CH2:23][OH:24].[F:1][C:2]([c:3]1[n:4][cH:5][c:6]([O:9][c:10]2[cH:11][cH:12][c:13]([CH:14]=[O:15])[cH:16][cH:17]2)[cH:7][n:8]1)([F:18])[F:19]>>[F:1][C:2]([c:3]1[n:4][cH:5][c:6]([O:9][c:10]2[cH:11][cH:12][c:13]([CH2:14][NH:21][CH3:20])[cH:16][cH:17]2)[cH:7][n:8]1)([F:18])[F:19].